Dataset: the Open Reaction Database (ORD), a public repository of structured organic reaction records. Task: describe an organic reaction: reactants, conditions, products, and yield Reactants: C(C)C=1C(=NC(=CN1)CC)N[C@H]1[C@H](CC2=CC=CC=C12)O ((1R,2S)-1-[(3,6-diethylpyrazin-2-yl)amino]-2,3-dihydro-1H-inden-2-ol), BrC1=NC(=C(N=C1CC)C1=C(C=C(C=C1)Cl)Cl)CC (2-bromo-5-(2,4-dichlorophenyl)-3,6-diethylpyrazine), C(C)C=1C(=NC(=CC1)C)N (3-ethyl-6-methylpyridin-2-amine). Yields the product ClC1=C(C=CC(=C1)Cl)C=1N=C(C(=NC1CC)NC1=NC(=CC=C1CC)C)CC (5-(2,4-dichlorophenyl)-3,6-diethyl-N-(3-ethyl-6-methylpyridin-2-yl)pyrazin-2-amine). Reaction SMILES: C(C1[C:4]([NH:11][C@@H:12]2[C:20]3[C:15](=[CH:16][CH:17]=[CH:18]C=3)C[C@@H:13]2O)=[N:5]C(CC)=CN=1)C.Br[C:23]1[C:28]([CH2:29][CH3:30])=[N:27][C:26]([C:31]2[CH:36]=[CH:35][C:34]([Cl:37])=[CH:33][C:32]=2[Cl:38])=[C:25]([CH2:39][CH3:40])[N:24]=1.C(C1C(N)=NC(C)=CC=1)C>>[Cl:38][C:32]1[CH:33]=[C:34]([Cl:37])[CH:35]=[CH:36][C:31]=1[C:26]1[N:27]=[C:28]([CH2:29][CH3:30])[C:23]([NH:5][C:4]2[C:16]([CH2:17][CH3:18])=[CH:15][CH:20]=[C:12]([CH3:13])[N:11]=2)=[N:24][C:25]=1[CH2:39][CH3:40]. Reported procedure: Following the procedure for the preparation of (1R,2S)-1-[(3,6-diethylpyrazin-2-yl)amino]-2,3-dihydro-1H-inden-2-ol but substituting 2-bromo-5-(2,4-dichlorophenyl)-3,6-diethylpyrazine and 3-ethyl-6-methylpyridin-2-amine, and making non-critical variations provided the title compound as a oil: 1H NMR (DMSO-d6) δ 0.95, 1.15, 2.33, 2.31, 2.51, 2.70, 6.95, 7.51, 7.75, 8.57; HRMS (ESI+) calcd for C22H24Cl2N4 (M+H)+ 415.1456, found 415.1442. Starting materials: C(C)(=O)C1CCN(CC1)C(=O)OC(C)(C)C (tert-butyl 4-acetylpiperidine-1-carboxylate), C(C)(=O)[O-].[NH4+] (ammonium acetate), C(#N)[BH3-].[Na+] (Sodium cyanoborohydride). Run in [OH-].[Na+] (NaOH), CO (methanol). Conditions: time 1.5 hour. Yields the product NC(C)C1CCN(CC1)C(=O)OC(C)(C)C (tert-butyl 4-(1-aminoethyl)piperidine-1-carboxylate). The yield is 90.0%. Reaction SMILES: [C:1]([CH:4]1[CH2:9][CH2:8][N:7]([C:10]([O:12][C:13]([CH3:16])([CH3:15])[CH3:14])=[O:11])[CH2:6][CH2:5]1)(=O)[CH3:2].C([O-])(=O)C.[NH4+].C([BH3-])#[N:23].[Na+]>CO.[OH-].[Na+]>[NH2:23][CH:1]([CH:4]1[CH2:9][CH2:8][N:7]([C:10]([O:12][C:13]([CH3:16])([CH3:15])[CH3:14])=[O:11])[CH2:6][CH2:5]1)[CH3:2] |f:1.2,3.4,6.7|. Procedure: A mixture of tert-butyl 4-acetylpiperidine-1-carboxylate (145 g, 0.64 mol) and ammonium acetate (225 g, 2.9 mol) in methanol (2 L) was stirred at room temperature for 1.5 hours. Sodium cyanoborohydride (30 g, 0.48 mol) was added in one portion and the stirring was continued overnight at room temperature. The reaction mixture was poured in 2N aq. NaOH (2 L) and extracted with dichloromethane (2×1 L). The combined extracts were washed with water (1 L), brine (0.3 L), and evaporated to dryness. The... Reactants: ClC=1C=C(C=CC1)CN1C2=CC=CC(=C2C=2C(CCCC12)=O)C(=O)OC (9-[(3-chlorophenyl)methyl]-5-carbomethoxy-1,2-dihydrocarbazol-4(3H)-one), ClC=1C(C(=C(C(C1Cl)=O)C#N)C#N)=O (2,3-dichloro-5,6-dicyano-1,4-benzoquinone). RXN SMILES: [Cl:1][C:2]1[CH:3]=[C:4]([CH2:8][N:9]2[C:21]3[CH2:20][CH2:19][CH2:18][C:17](=[O:22])[C:16]=3[C:15]3[C:10]2=[CH:11][CH:12]=[CH:13][C:14]=3[C:23]([O:25][CH3:26])=[O:24])[CH:5]=[CH:6][CH:7]=1.ClC1C(=O)C(C#N)=C(C#N)C(=O)C=1Cl>C1(C)C=CC=CC=1>[Cl:1][C:2]1[CH:3]=[C:4]([CH2:8][N:9]2[C:21]3[CH:20]=[CH:19][CH:18]=[C:17]([OH:22])[C:16]=3[C:15]3[C:10]2=[CH:11][CH:12]=[CH:13][C:14]=3[C:23]([O:25][CH3:26])=[O:24])[CH:5]=[CH:6][CH:7]=1. Reported procedure: A solution of the 9-[(3-chlorophenyl)methyl]-5-carbomethoxy-1,2-dihydrocarbazol-4(3H)-one (480.5 mg, 1.31 mM) and 2,3-dichloro-5,6-dicyano-1,4-benzoquinone (325.7 mg, 1.43 mM) in 50 mL of toluene was stirred between 70-80° C. for 3 hours. The mixture was purified directly by column chromatography on silica gel (elution with methylene chloride) to afford 172.6 mg (36%) of the 9-[(3-chlorophenyl)methyl]-4-hydroxy-5-carbomethoxy carbazole as a yellow foam. 1H NMR (CDCl3) δ10.4 (s, 1H), 8.05 (d, 1H,... The product is ClC=1C=C(C=CC1)CN1C2=CC=CC(=C2C=2C(=CC=CC12)O)C(=O)OC (9-[(3-chlorophenyl)methyl]-4-hydroxy-5-carbomethoxy carbazole). Solvent: C1(=CC=CC=C1)C (toluene). The yield is 36.1%. The reactants are [H-].[Al+3].[Li+].[H-].[H-].[H-] (lithium aluminum hydride), C(C)OCC (ethyl ether), C(C)OCC (ethyl ether), C12C(C3CC(CC(C1)C3)C2)CC#N (adamant-2-yl acetonitrile). Run in O (water). Product: C12C(C3CC(CC(C1)C3)C2)CCN (2-(adamant-2-yl)ethylamine). As a reaction SMILES: [H-].[Al+3].[Li+].[H-].[H-].[H-].C(OCC)C.[CH:12]12[CH2:21][CH:16]3[CH2:17][CH:18]([CH2:20][CH:14]([CH2:15]3)[CH:13]1[CH2:22][C:23]#[N:24])[CH2:19]2>O>[CH:12]12[CH2:21][CH:16]3[CH2:17][CH:18]([CH2:20][CH:14]([CH2:15]3)[CH:13]1[CH2:22][CH2:23][NH2:24])[CH2:19]2 |f:0.1.2.3.4.5|. Procedure details: 0.051 Mole of lithium aluminum hydride is dissolved in 200 ml. of anhydrous ethyl ether at 0° C, under nitrogen. 0.0571 Mole of adamant-2-yl acetonitrile in 100 ml. of anhydrous ethyl ether is added dropwise with stirring and the mixture is allowed to warm to room temperature and stirred for one hour. 10 Ml. of water is added dropwise and the mixture then filtered. The filtrate is dried over potassium hydroxide pellets and then filtered. The filtrate is distilled to remove the solvent affording ...